Dataset: the Open Reaction Database (ORD), a public repository of structured organic reaction records. Task: describe an organic reaction: reactants, conditions, products, and yield The reactants are ClC(Cl)(Cl)Cl, ClCCl, C=COC=C, CC(CO)([N+](=O)[O-])[N+](=O)[O-], O, O=C(O)C(F)(F)F. Yields the product C=COCC(C)([N+](=O)[O-])[N+](=O)[O-]. RXN SMILES: [C:26]([Cl:27])([Cl:28])([Cl:29])[Cl:30].[CH2:1]([Cl:2])[Cl:3].[CH:4](=[CH2:5])[O:6][CH:7]=[CH2:8].[N+:9](=[O:10])([O-:11])[C:12]([CH2:13][OH:14])([CH3:15])[N+:16](=[O:17])[O-:18].[OH2:31].[OH:19][C:20]([C:21]([F:22])([F:23])[F:24])=[O:25]>>[CH:4](=[CH2:5])[O:14][CH2:13][C:12]([N+:9](=[O:10])[O-:11])([CH3:15])[N+:16](=[O:17])[O-:18]. Reactants: COC1=C(C(=O)O)C(=CC=C1OC)[N+](=O)[O-] (2,3-Dimethoxy-6-nitrobenzoic acid), C(OCC)(OCC)OCC (triethyl orthoformate). Solvent: CN(C=O)C (dimethylformamide). The product is COC1=C(C(=O)OCC)C(=CC=C1OC)[N+](=O)[O-] (Ethyl 2,3-dimethoxy-6-nitrobenzoate). RXN SMILES: [CH3:1][O:2][C:3]1[C:11]([O:12][CH3:13])=[CH:10][CH:9]=[C:8]([N+:14]([O-:16])=[O:15])[C:4]=1[C:5]([OH:7])=[O:6].C(OCC)(OCC)O[CH2:19][CH3:20]>CN(C)C=O>[CH3:1][O:2][C:3]1[C:11]([O:12][CH3:13])=[CH:10][CH:9]=[C:8]([N+:14]([O-:16])=[O:15])[C:4]=1[C:5]([O:7][CH2:19][CH3:20])=[O:6]. Reported procedure: 2,3-Dimethoxy-6-nitrobenzoic acid (l, 180.0 g, 0.792 mole) was dissolved in triethyl orthoformate (466.2 g, 3.14 mole) optionally containing dimethylformamide (4 mL) and the mixture was heated to reflux for one hour. The solvent was removed in vacuo, the residue was extracted with chloroform (2 L) and the organic layer was dried over magnesium sulfate. Removal of the solvent in vacuo gave the product as a pale brown oil which crystallized upon standing at room temperature, 202 g (100%, m.p. 70°-... Starting materials: CC(C)(C)[Si](Cl)(c1ccccc1)c1ccccc1, CN(C)C=O, O=C(O)c1ccc(O)cc1, c1c[nH]cn1. The product is CC(C)(C)[Si](OC(=O)c1ccc(O)cc1)(c1ccccc1)c1ccccc1. As a reaction SMILES: [C:16]([CH3:17])([CH3:18])([CH3:19])[Si:20]([c:21]1[cH:22][cH:23][cH:24][cH:25][cH:26]1)([c:27]1[cH:28][cH:29][cH:30][cH:31][cH:32]1)[Cl:33].[CH3:34][N:35]([CH3:36])[CH:37]=[O:38].[OH:1][C:2](=[O:3])[c:4]1[cH:5][cH:6][c:7]([OH:8])[cH:9][cH:10]1.[nH:11]1[cH:12][cH:13][n:14][cH:15]1>>[O:1]([C:2](=[O:3])[c:4]1[cH:5][cH:6][c:7]([OH:8])[cH:9][cH:10]1)[Si:20]([C:16]([CH3:17])([CH3:18])[CH3:19])([c:21]1[cH:22][cH:23][cH:24][cH:25][cH:26]1)[c:27]1[cH:28][cH:29][cH:30][cH:31][cH:32]1. Reagents/catalysts: CC(=O)[O-].CC(=O)[O-].[Pd+2] (Pd(OAc)2). Conditions: temperature 100 celsius. Yield: 36.5%. The reactants are C(=O)(O)[O-].[Na+] (NaHCO3), ClC1=NC(=NC(=N1)N1CCOCC1)N1C(=NC2=C1C=CC=C2OC)C(F)F (1-[4-chloro-6-(4-morpholinyl)-1,3,5-triazin-2-yl]-2-(difluoromethyl)-4-methoxy-1H-benzimidazole), NC=1C=NC(=NC1)Cl (5-amino-2-chloropyrimidine), C=1C=CC(=CC1)P(C=2C=CC=CC2)C3=CC=C4C=CC=CC4=C3C5=C6C=CC=CC6=CC=C5P(C=7C=CC=CC7)C=8C=CC=CC8 (BINAP), C(=O)([O-])[O-].[Cs+].[Cs+] (Cs2CO3). Procedure details: A mixture of 0.28 g (0.71 mmol) of 1-[4-chloro-6-(4-morpholinyl)-1,3,5-triazin-2-yl]-2-(difluoromethyl)-4-methoxy-1H-benzimidazole, 0.076 g (0.56 mmol) of the above amine, 0.026 g (0.04 mmol) of BINAP, 0.01 g (0.04 mmol) of Pd(OAc)2, and 0.266 g (0.82 mmol) of Cs2CO3 in 1,4-dioxane (4 mL) was heated at 100° C. for 3 hrs under nitrogen. The mixture was cooled to room temperature, sat. NaHCO3 solution was added, and the resulting mixture was extracted with EtOAc (×4). The organic layer was washed ... The solvent is O1CCOCC1 (1,4-dioxane). Reaction SMILES: Cl[C:2]1[N:7]=[C:6]([N:8]2[CH2:13][CH2:12][O:11][CH2:10][CH2:9]2)[N:5]=[C:4]([N:14]2[C:18]3[CH:19]=[CH:20][CH:21]=[C:22]([O:23][CH3:24])[C:17]=3[N:16]=[C:15]2[CH:25]([F:27])[F:26])[N:3]=1.[NH2:28][C:29]1[CH:30]=[N:31][C:32]([Cl:35])=[N:33][CH:34]=1.C1C=CC(P(C2C(C3C(P(C4C=CC=CC=4)C4C=CC=CC=4)=CC=C4C=3C=CC=C4)=C3C(C=CC=C3)=CC=2)C2C=CC=CC=2)=CC=1.C([O-])([O-])=O.[Cs+].[Cs+].C([O-])(O)=O.[Na+]>O1CCOCC1.CC([O-])=O.CC([O-])=O.[Pd+2]>[Cl:35][C:32]1[N:33]=[CH:34][C:29]([NH:28][C:2]2[N:3]=[C:4]([N:14]3[C:18]4[CH:19]=[CH:20][CH:21]=[C:22]([O:23][CH3:24])[C:17]=4[N:16]=[C:15]3[CH:25]([F:26])[F:27])[N:5]=[C:6]([N:8]3[CH2:13][CH2:12][O:11][CH2:10][CH2:9]3)[N:7]=2)=[CH:30][N:31]=1 |f:3.4.5,6.7,9.10.11|. Product: ClC1=NC=C(C=N1)NC1=NC(=NC(=N1)N1C(=NC2=C1C=CC=C2OC)C(F)F)N2CCOCC2 (N-(2-chloro-5-pyrimidinyl)-4-[2-(difluoromethyl)-4-methoxy-1H-benzimidazol-1-yl]-6-(4-morpholinyl)-1,3,5-triazin-2-amine). Reactants: [Al], BrCBr, CC1(C)C(C=C(Cl)Cl)C1C(=O)O, O. Product: CC1(C)C(C=C(Br)Br)C1C(=O)O. RXN SMILES: [Al:1].[Br:15][CH2:16][Br:17].[Cl:2][C:3](=[CH:4][CH:5]1[C:6]([CH3:11])([CH3:12])[CH:7]1[C:8](=[O:9])[OH:10])[Cl:13].[OH2:14]>>[CH:4]([CH:5]1[C:6]([CH3:11])([CH3:12])[CH:7]1[C:8](=[O:9])[OH:10])=[C:16]([Br:15])[Br:17]. The reactants are Cc1cc(N2CCC(N3CCCC3C)C2)ccc1N, Cc1n[nH]c(C)c1-c1ccc(C(=O)O)cc1. The product is Cc1cc(N2CCC(N3CCCC3C)C2)ccc1NC(=O)c1ccc(-c2c(C)n[nH]c2C)cc1. RXN SMILES: [CH3:1][c:2]1[c:3]([NH2:19])[cH:4][cH:5][c:6]([N:8]2[CH2:9][CH:10]([N:13]3[CH:14]([CH3:18])[CH2:15][CH2:16][CH2:17]3)[CH2:11][CH2:12]2)[cH:7]1.[CH3:20][c:21]1[n:22][nH:23][c:24]([CH3:35])[c:25]1-[c:26]1[cH:27][cH:28][c:29]([C:30](=[O:31])[OH:32])[cH:33][cH:34]1>>[CH3:1][c:2]1[c:3]([NH:19][C:30]([c:29]2[cH:28][cH:27][c:26](-[c:25]3[c:21]([CH3:20])[nH:22][n:23][c:24]3[CH3:35])[cH:34][cH:33]2)=[O:31])[cH:4][cH:5][c:6]([N:8]2[CH2:9][CH:10]([N:13]3[CH:14]([CH3:18])[CH2:15][CH2:16][CH2:17]3)[CH2:11][CH2:12]2)[cH:7]1. RXN SMILES: [Br-].[Cl:2][C:3]1[CH:42]=[CH:41][C:6]([C:7]([N:9]([CH2:12][C:13]2[CH:14]=[N+:15]([C@:19]3(C)[O:27][C@H:26]([C:28]([OH:30])=[O:29])[C@@:24](C(=O)C)([OH:25])[C@:22](C(=O)C)([OH:23])[C@@:20]3(C(=O)C)[OH:21])[CH:16]=[CH:17][CH:18]=2)[CH2:10][CH3:11])=[O:8])=[CH:5][C:4]=1[C:43]1([CH3:65])[C:51]2[C:46](=[CH:47][CH:48]=[C:49]([Cl:52])[CH:50]=2)[N:45]([CH2:53][C:54]2[CH:59]=[CH:58][C:57]([O:60][CH3:61])=[CH:56][C:55]=2[O:62][CH3:63])[C:44]1=[O:64].[OH-].[Na+].Cl>CO>[Cl-:2].[C@@H:19]1([N+:15]2[CH:16]=[CH:17][CH:18]=[C:13]([CH2:12][N:9]([C:7](=[O:8])[C:6]3[CH:41]=[CH:42][C:3]([Cl:2])=[C:4]([C:43]4([CH3:65])[C:51]5[C:46](=[CH:47][CH:48]=[C:49]([Cl:52])[CH:50]=5)[N:45]([CH2:53][C:54]5[CH:59]=[CH:58][C:57]([O:60][CH3:61])=[CH:56][C:55]=5[O:62][CH3:63])[C:44]4=[O:64])[CH:5]=3)[CH2:10][CH3:11])[CH:14]=2)[O:27][C@H:26]([C:28]([OH:30])=[O:29])[C@@H:24]([OH:25])[C@H:22]([OH:23])[C@H:20]1[OH:21] |f:0.1,2.3,6.7|. Starting materials: [Br-].ClC1=C(C=C(C(=O)N(CC)CC=2C=[N+](C=CC2)[C@]2([C@](O)([C@@](O)([C@](O)([C@H](O2)C(=O)O)C(C)=O)C(C)=O)C(C)=O)C)C=C1)C1(C(N(C2=CC=C(C=C12)Cl)CC1=C(C=C(C=C1)OC)OC)=O)C (3-[({4-Chloro-3-[5-chloro-1-(2,4-dimethoxybenzyl)-3-methyl-2-oxo-2,3-dihydro-1H-indol-3-yl]benzoyl}(ethyl)amino)methyl]-1-(methyl-2,3,4-triacetyl-β-D-glucopyranuronosyl)pyridinium bromide), [OH-].[Na+] (sodium hydroxide), Cl (hydrochloric acid). Product: [Cl-].[C@@H]1([C@H](O)[C@@H](O)[C@H](O)[C@H](O1)C(=O)O)[N+]1=CC(=CC=C1)CN(CC)C(C1=CC(=C(C=C1)Cl)C1(C(N(C2=CC=C(C=C12)Cl)CC1=C(C=C(C=C1)OC)OC)=O)C)=O (1-(β-D-Glucopyranuronosyl)-3-[({4-chloro-3-[5-chloro-1-(2,4-dimethoxybenzyl)-3-methyl-2-oxo-2,3-dihydro-1H-indol-3-yl]benzoyl}(ethyl)amino)methyl]pyridinium chloride). Solvent: CO (methanol). Procedure details: The solution of 100 mg of the compound obtained in stage 3.1 in 1.6 ml of methanol is stirred at 20° C. for 15 minutes in the presence of 1 ml of sodium hydroxide (2M). 3.3 ml of hydrochloric acid (1N; pH=4) are added at 10° C. The mixture is evaporated to dryness, the residue is then purified by C18 reverse phase silica preparative chromatography, elution being carried out with an acetonitrile/water gradient from 40/60 to 80/20, and then the solution obtained is lyophilized after freezing. The ...